Dataset: the Open Reaction Database (ORD), a public repository of structured organic reaction records. Task: describe an organic reaction: reactants, conditions, products, and yield The reactants are COc1ccccc1NC1CCN(C(=O)OC(C)(C)C)CC1, CO, CCOC(C)=O, Cl. Yields the product COc1ccccc1NC1CCNCC1. RXN SMILES: [C:1]([O:2][C:3](=[O:4])[N:8]1[CH2:9][CH2:10][CH:11]([NH:14][c:15]2[c:16]([O:21][CH3:22])[cH:17][cH:18][cH:19][cH:20]2)[CH2:12][CH2:13]1)([CH3:5])([CH3:6])[CH3:7].[CH3:24][OH:25].[CH3:26][CH2:27][O:28][C:29](=[O:30])[CH3:31].[ClH:23]>>[NH:8]1[CH2:9][CH2:10][CH:11]([NH:14][c:15]2[c:16]([O:21][CH3:22])[cH:17][cH:18][cH:19][cH:20]2)[CH2:12][CH2:13]1. The reactants are C(C)NCC (diethylamine), C(C1=CC=CC=C1)N1CC=CC1 (1-benzyl-3-pyrroline), S(O)(O)(=O)=O (sulfuric acid), O (water), (NH4)2S2O8. Run in CC(=O)C (acetone). The product is C(C1=CC=CC=C1)N1CC(C(C1)N(CC)CC)O (1-benzyl-4-diethylamino-3-pyrrolidinol). Yield: 74.1%. Reaction SMILES: [CH2:1]([N:8]1[CH2:12][CH:11]=[CH:10][CH2:9]1)[C:2]1[CH:7]=[CH:6][CH:5]=[CH:4][CH:3]=1.S(=O)(=O)(O)O.[OH2:18].[CH2:19]([NH:21][CH2:22][CH3:23])[CH3:20]>CC(C)=O>[CH2:1]([N:8]1[CH2:12][CH:11]([N:21]([CH2:22][CH3:23])[CH2:19][CH3:20])[CH:10]([OH:18])[CH2:9]1)[C:2]1[CH:7]=[CH:6][CH:5]=[CH:4][CH:3]=1. Reported procedure: To a solution of 15.9 g (0.1 mol) of 1-benzyl-3-pyrroline, 12.0 g (0.12 mol) of 98% sulfuric acid, 15.0 g of water, and 60.0 g of acetone in a quartz round flask reactor, 45.6 g (0.20 mol) of (NH4)2S2O8 (ammonium peroxydisulfate produced by Mitsubishi Gas Chemical Industry Co., Ltd.) was added with stirring and allowed to react for 5 days at room temperature with irradiation by 500 W Xe lamps (UXL-500D xenon lamp produced by Ushio). 21.9 g (0.3 mol) of diethylamine (produced by Katayama Chemical...